From a dataset of the Open Reaction Database (ORD), a public repository of structured organic reaction records. describe an organic reaction: reactants, conditions, products, and yield Reactants: Cc1onc(-c2ccccc2)c1CO, ClCCl. The product is Cc1onc(-c2ccccc2)c1C=O. RXN SMILES: [CH3:1][c:2]1[c:3]([CH2:13][OH:14])[c:4](-[c:7]2[cH:8][cH:9][cH:10][cH:11][cH:12]2)[n:5][o:6]1.[Cl:15][CH2:16][Cl:17]>>[CH3:1][c:2]1[c:3]([CH:13]=[O:14])[c:4](-[c:7]2[cH:8][cH:9][cH:10][cH:11][cH:12]2)[n:5][o:6]1. Starting materials: CCOC(=O)CCc1cn(Cc2ccc(OCc3cn(-c4ccccn4)nc3C)cc2)nc1OCC, CCO, Cl, [Na+], C1CCOC1, [OH-]. Product: CCOc1nn(Cc2ccc(OCc3cn(-c4ccccn4)nc3C)cc2)cc1CCC(=O)O. RXN SMILES: [CH2:1]([CH3:2])[O:3][c:4]1[n:5][n:6]([CH2:16][c:17]2[cH:18][cH:19][c:20]([O:23][CH2:24][c:25]3[c:26]([CH3:36])[n:27][n:28](-[c:30]4[n:31][cH:32][cH:33][cH:34][cH:35]4)[cH:29]3)[cH:21][cH:22]2)[cH:7][c:8]1[CH2:9][CH2:10][C:11](=[O:12])[O:13][CH2:14][CH3:15].[CH3:45][CH2:46][OH:47].[ClH:44].[Na+:38].[O:39]1[CH2:40][CH2:41][CH2:42][CH2:43]1.[OH-:37]>>[CH2:1]([CH3:2])[O:3][c:4]1[n:5][n:6]([CH2:16][c:17]2[cH:18][cH:19][c:20]([O:23][CH2:24][c:25]3[c:26]([CH3:36])[n:27][n:28](-[c:30]4[n:31][cH:32][cH:33][cH:34][cH:35]4)[cH:29]3)[cH:21][cH:22]2)[cH:7][c:8]1[CH2:9][CH2:10][C:11](=[O:12])[OH:13]. Starting materials: C=1(C(=CC=CC1)CO)C1=CC=CC=C1 (2-biphenylmethanol), S(O)(O)(=O)=O (sulfuric acid), Br (hydrobromic acid), ice water. Yields the product BrCC1=C(C=CC=C1)C1=CC=CC=C1 (2-(bromomethyl)biphenyl). RXN SMILES: [C:1]1([C:9]2[CH:14]=[CH:13][CH:12]=[CH:11][CH:10]=2)[C:2]([CH2:7]O)=[CH:3][CH:4]=[CH:5][CH:6]=1.S(=O)(=O)(O)O.[BrH:20]>>[Br:20][CH2:7][C:2]1[CH:3]=[CH:4][CH:5]=[CH:6][C:1]=1[C:9]1[CH:14]=[CH:13][CH:12]=[CH:11][CH:10]=1. Reported procedure: A stirred solution of 58.9 g (0.319 mole) of 2-biphenylmethanol and 6 ml of concentrated sulfuric acid in 67 ml of aqueous 48% hydrobromic acid was heated under reflux for 5 hours. The reaction mixture was cooled to ambient temperature, poured into ice-water, and the resulting mixture extracted with three portions of 100 ml each of diethyl ether. The combined extracts were washed with 50 ml of a saturated aqueous solution of sodium bicarbonate, then with 50 ml of water. The organic layer was dri... Reactants: C(C)OC(=O)N1CCN2C(C(C1)NCC1=CC=C(C=C1)OC)=NC(=CC2=O)C2=CC=NC=C2 (9-(4-methoxy-benzylamino)-4-oxo-2-pyridin-4-yl-5,6,8,9-tetrahydro-4H-1,4a,7-triaza-benzocycloheptene-7-carboxylic acid ethyl ester), C=O (formaldehyde). The product is C(C)OC(=O)N1CCN2C(C(C1)N(C)CC1=CC=C(C=C1)OC)=NC(=CC2=O)C2=CC=NC=C2 (9-[(4-Methoxy-benzyl)-methyl-amino]-4-oxo-2-pyridin-4-yl-5,6,8,9-tetrahydro-4H-1,4a,7-triaza-benzocycloheptene-7-carboxylic acid ethyl ester). Reaction SMILES: [CH2:1]([O:3][C:4]([N:6]1[CH2:12][CH:11]([NH:13][CH2:14][C:15]2[CH:20]=[CH:19][C:18]([O:21][CH3:22])=[CH:17][CH:16]=2)[C:10]2=[N:23][C:24]([C:28]3[CH:33]=[CH:32][N:31]=[CH:30][CH:29]=3)=[CH:25][C:26](=[O:27])[N:9]2[CH2:8][CH2:7]1)=[O:5])[CH3:2].[CH2:34]=O>>[CH2:1]([O:3][C:4]([N:6]1[CH2:12][CH:11]([N:13]([CH2:14][C:15]2[CH:16]=[CH:17][C:18]([O:21][CH3:22])=[CH:19][CH:20]=2)[CH3:34])[C:10]2=[N:23][C:24]([C:28]3[CH:29]=[CH:30][N:31]=[CH:32][CH:33]=3)=[CH:25][C:26](=[O:27])[N:9]2[CH2:8][CH2:7]1)=[O:5])[CH3:2]. Procedure: By analogy with the method described in example 12 using 9-(4-methoxy-benzylamino)-4-oxo-2-pyridin-4-yl-5,6,8,9-tetrahydro-4H-1,4a,7-triaza-benzocycloheptene-7-carboxylic acid ethyl ester (example 9) in place of 9-amino-4-oxo-2-pyrimidin-4-yl-5,6,8,9-tetrahydro-4H-1,4a,7-triaza-benzocycloheptene-7-carboxylic acid ethyl ester and formaldehyde (37%) in place of benzaldehyde, the compound was obtained as a solid oil. The compound was used as such in the next step. Starting materials: C(CC(O)(C(=O)O)CC(=O)O)(=O)O (citric acid), O1CCOCC1 (dioxane), ClC1=CC(=C(C2=C1C=C(O2)C=O)N2C(N(C(=CC2=O)C(F)(F)F)C)=O)F (3-(4-chloro-6-fluoro-2-formylbenzofuran-7-yl)-1-methyl-6-trifluoromethyluracil), C([O-])([O-])=O.[K+].[K+] (potassium carbonate). Reagents/catalysts: [Br-].C[P+](C1=CC=CC=C1)(C1=CC=CC=C1)C1=CC=CC=C1 (methyltriphenylphosphonium bromide). The solvent is O (water), O (water). Run at time 2 hour. Yields the product ClC1=CC(=C(C2=C1C=C(O2)C=C)N2C(N(C(=CC2=O)C(F)(F)F)C)=O)F (3-(4-chloro-6-fluoro-2-vinylbenzofuran-7-yl)-1-methyl-6-trifluoromethyluracil). Isolated yield 51.0%. As a reaction SMILES: O1CCOC[CH2:2]1.[Cl:7][C:8]1[C:13]2[CH:14]=[C:15]([CH:17]=O)[O:16][C:12]=2[C:11]([N:19]2[C:24](=[O:25])[CH:23]=[C:22]([C:26]([F:29])([F:28])[F:27])[N:21]([CH3:30])[C:20]2=[O:31])=[C:10]([F:32])[CH:9]=1.C(=O)([O-])[O-].[K+].[K+].C(O)(=O)CC(CC(O)=O)(C(O)=O)O>[Br-].C[P+](C1C=CC=CC=1)(C1C=CC=CC=1)C1C=CC=CC=1.O>[Cl:7][C:8]1[C:13]2[CH:14]=[C:15]([CH:17]=[CH2:2])[O:16][C:12]=2[C:11]([N:19]2[C:24](=[O:25])[CH:23]=[C:22]([C:26]([F:28])([F:27])[F:29])[N:21]([CH3:30])[C:20]2=[O:31])=[C:10]([F:32])[CH:9]=1 |f:2.3.4,6.7|. Procedure: 50 ml of dioxane and 0.5 ml of water were added to 1.0 g (2.6 mmol) of 3-(4-chloro-6-fluoro-2-formylbenzofuran-7-yl)-1-methyl-6-trifluoromethyluracil, 0.94 g (2.6 mmol) of methyltriphenylphosphonium bromide and 0.43 g (3.1 mmol) of potassium carbonate, followed by stirring for 2 hours under heating and refluxing. After completion of the reaction, the reaction solution was poured into water and adjusted to pH 3 with an aqueous citric acid solution and then, extracted with ethyl acetate. The organ...